This data is from the Open Reaction Database (ORD), a public repository of structured organic reaction records. The task is: describe an organic reaction: reactants, conditions, products, and yield Starting materials: Cc1ccc(C(C)(C)C)cc1Nc1nc(Cl)ncc1F, CC(C)O, CCN(C(C)C)C(C)C, c1cn(C2CCNCC2)nn1. The product is Cc1ccc(C(C)(C)C)cc1Nc1nc(N2CCC(n3ccnn3)CC2)ncc1F. Reaction SMILES: [C:1]([CH3:2])([CH3:3])([CH3:4])[c:5]1[cH:6][cH:7][c:8]([CH3:20])[c:9]([NH:11][c:12]2[n:13][c:14]([Cl:19])[n:15][cH:16][c:17]2[F:18])[cH:10]1.[CH3:41][CH:42]([OH:43])[CH3:44].[CH:32]([N:33]([CH:34]([CH3:35])[CH3:36])[CH2:37][CH3:38])([CH3:39])[CH3:40].[n:21]1([CH:26]2[CH2:27][CH2:28][NH:29][CH2:30][CH2:31]2)[n:22][n:23][cH:24][cH:25]1>>[C:1]([CH3:2])([CH3:3])([CH3:4])[c:5]1[cH:6][cH:7][c:8]([CH3:20])[c:9]([NH:11][c:12]2[n:13][c:14]([N:29]3[CH2:28][CH2:27][CH:26]([n:21]4[n:22][n:23][cH:24][cH:25]4)[CH2:31][CH2:30]3)[n:15][cH:16][c:17]2[F:18])[cH:10]1. Starting materials: CC(C)C1(C)OC(C(C)(C)C)OC1=O, CO, Cl, [K+], [OH-], O. The product is CC(C)C(C)(O)C(=O)O. Reaction SMILES: [C:1]([CH:2]1[O:6][C:7]([CH:11]([CH3:12])[CH3:13])([CH3:14])[C:8](=[O:10])[O:9]1)([CH3:3])([CH3:4])[CH3:5].[CH3:18][OH:19].[ClH:17].[K+:16].[OH-:15].[OH2:20]>>[OH:6][C:7]([C:8](=[O:9])[OH:10])([CH:11]([CH3:12])[CH3:13])[CH3:14].